Dataset: the Open Reaction Database (ORD), a public repository of structured organic reaction records. Task: describe an organic reaction: reactants, conditions, products, and yield Yields the product CC(C)C(=O)Nc1cccc(C2CCN(CCCCNC(=O)Nc3cc(Cl)cc(Cl)c3)CC2)c1. RXN SMILES: [CH2:37]1[O:38][CH2:39][CH2:40][CH2:41]1.[CH:1](=[O:2])[NH:3][CH2:4][CH2:5][CH2:6][CH2:7][N:8]1[CH2:9][CH2:10][CH:11]([c:14]2[cH:15][c:16]([NH:20][C:21]([CH:22]([CH3:23])[CH3:24])=[O:25])[cH:17][cH:18][cH:19]2)[CH2:12][CH2:13]1.[Cl:26][c:27]1[cH:28][c:29]([N:34]=[C:35]=[O:36])[cH:30][c:31]([Cl:33])[cH:32]1.[Cl:42][CH2:43][Cl:44]>>[C:1](=[O:2])([NH:3][CH2:4][CH2:5][CH2:6][CH2:7][N:8]1[CH2:9][CH2:10][CH:11]([c:14]2[cH:15][c:16]([NH:20][C:21]([CH:22]([CH3:23])[CH3:24])=[O:25])[cH:17][cH:18][cH:19]2)[CH2:12][CH2:13]1)[NH:34][c:29]1[cH:28][c:27]([Cl:26])[cH:32][c:31]([Cl:33])[cH:30]1. Reactants: C1CCOC1, CC(C)C(=O)Nc1cccc(C2CCN(CCCCNC=O)CC2)c1, O=C=Nc1cc(Cl)cc(Cl)c1, ClCCl. The reactants are C1CCOC1, CN(C)c1cccc(C(=NOCc2cccc(N3C(=O)c4ccccc4C3=O)n2)c2nnnn2C)c1, NN, O. Yields the product CN(C)c1cccc(C(=NOCc2cccc(N)n2)c2nnnn2C)c1. RXN SMILES: [CH2:40]1[O:41][CH2:42][CH2:43][CH2:44]1.[CH3:1][N:2]([c:3]1[cH:4][c:5]([C:9]([c:10]2[n:11][n:12][n:13][n:14]2[CH3:15])=[N:16][O:17][CH2:18][c:19]2[cH:20][cH:21][cH:22][c:23]([N:25]3[C:26](=[O:27])[c:28]4[c:29]([cH:30][cH:31][cH:32][cH:33]4)[C:34]3=[O:35])[n:24]2)[cH:6][cH:7][cH:8]1)[CH3:36].[NH2:38][NH2:39].[OH2:37]>>[CH3:1][N:2]([c:3]1[cH:4][c:5]([C:9]([c:10]2[n:11][n:12][n:13][n:14]2[CH3:15])=[N:16][O:17][CH2:18][c:19]2[cH:20][cH:21][cH:22][c:23]([NH2:25])[n:24]2)[cH:6][cH:7][cH:8]1)[CH3:36]. Reactants: C[Si](C)(C)CCCCCCCCCCCCCCNc1ccc(C(=O)O)cc1, CC(C)O, [Na+], [Na+], O=C([O-])[O-]. Yields the product CC(C)OC(=O)c1ccc(NCCCCCCCCCCCCCC[Si](C)(C)C)cc1. RXN SMILES: [CH3:1][Si:2]([CH2:3][CH2:4][CH2:5][CH2:6][CH2:7][CH2:8][CH2:9][CH2:10][CH2:11][CH2:12][CH2:13][CH2:14][CH2:15][CH2:16][NH:17][c:18]1[cH:19][cH:20][c:21]([C:22](=[O:23])[OH:24])[cH:25][cH:26]1)([CH3:27])[CH3:28].[CH:35]([CH3:36])([CH3:37])[OH:38].[Na+:29].[Na+:30].[O-:31][C:32](=[O:33])[O-:34]>>[CH3:1][Si:2]([CH2:3][CH2:4][CH2:5][CH2:6][CH2:7][CH2:8][CH2:9][CH2:10][CH2:11][CH2:12][CH2:13][CH2:14][CH2:15][CH2:16][NH:17][c:18]1[cH:19][cH:20][c:21]([C:22](=[O:23])[O:24][CH:35]([CH3:36])[CH3:37])[cH:25][cH:26]1)([CH3:27])[CH3:28]. Reactants: ClC=1C=C(C=C(C1OC1=CC(=C(C=C1)OC)S(=O)(=O)N1CCCCC1)Cl)N1N=CC(NC1=O)=O (2-{3,5-dichloro-4-[4-methoxy-3-(piperidine-1-sulfonyl)-phenoxy]-phenyl}-2H-[1,2,4]triazine-3,5-dione), B(Br)(Br)Br (boron tribromide). The solvent is ClCCl (dichloromethane). Conditions: temperature 0 celsius, time 6 hour. Product: ClC=1C=C(C=C(C1OC1=CC(=C(C=C1)O)S(=O)(=O)N1CCCCC1)Cl)N1N=CC(NC1=O)=O (2-{3,5-Dichloro-4-[4-hydroxy-3-(piperidine-1-sulfonyl)-phenoxy]-phenyl}-2H-[1,2,4]triazine-3,5-dione). RXN SMILES: [Cl:1][C:2]1[CH:3]=[C:4]([N:27]2[C:32](=[O:33])[NH:31][C:30](=[O:34])[CH:29]=[N:28]2)[CH:5]=[C:6]([Cl:26])[C:7]=1[O:8][C:9]1[CH:14]=[CH:13][C:12]([O:15]C)=[C:11]([S:17]([N:20]2[CH2:25][CH2:24][CH2:23][CH2:22][CH2:21]2)(=[O:19])=[O:18])[CH:10]=1.B(Br)(Br)Br>ClCCl>[Cl:1][C:2]1[CH:3]=[C:4]([N:27]2[C:32](=[O:33])[NH:31][C:30](=[O:34])[CH:29]=[N:28]2)[CH:5]=[C:6]([Cl:26])[C:7]=1[O:8][C:9]1[CH:14]=[CH:13][C:12]([OH:15])=[C:11]([S:17]([N:20]2[CH2:21][CH2:22][CH2:23][CH2:24][CH2:25]2)(=[O:18])=[O:19])[CH:10]=1. Procedure details: To a cooled (0° C.), stirred solution of 2-{3,5-dichloro-4-[4-methoxy-3-(piperidine-1-sulfonyl)-phenoxy]-phenyl}-2H-[1,2,4]triazine-3,5-dione (0.5 g) in dichloromethane (30 mL) was added boron tribromide (0.3 mL) and the resulting heterogeneous mixture was allowed to stir at room temperature for 6 h. Ice was added to the mixture and the resulting two-phase solution stirred for 1 h. Layers were separated and the organic phase was washed with water, brine, dried (Na2SO4) and concentrated in vacuo ... Reactants: C(CCC)C=1NC(N(N1)C1=C(C=CC(=C1)[N+](=O)[O-])Cl)=O (5-n-butyl-2-(2-chloro-5-nitrophenyl)-2,4-dihydro-3H-1,2,4-triazol-3-one), C(C)(C)(C)NS(=O)(=O)C1=C(C=CC=C1)C1=CC=C(C=C1)CBr ([2'-(N-t-butylsulfamoyl)biphenyl-4-yl]methyl bromide). Yields the product crude product, C(CCC)C=1N(C(N(N1)C1=C(C=CC(=C1)[N+](=O)[O-])Cl)=O)CC1=CC=C(C=C1)C1=C(C=CC=C1)S(NC(C)(C)C)(=O)=O (5-n-Butyl-4-[[2'-(N-t-butylsulfamoyl)biphenyl-4-yl]methyl]-2-(2-chloro-5-nitrophenyl)-2,4-dihydro-3H-1,2,4-triazol-3-one). The yield is 83.0%. Reaction SMILES: [CH2:1]([C:5]1[NH:6][C:7](=[O:20])[N:8]([C:10]2[CH:15]=[C:14]([N+:16]([O-:18])=[O:17])[CH:13]=[CH:12][C:11]=2[Cl:19])[N:9]=1)[CH2:2][CH2:3][CH3:4].[C:21]([NH:25][S:26]([C:29]1[CH:34]=[CH:33][CH:32]=[CH:31][C:30]=1[C:35]1[CH:40]=[CH:39][C:38]([CH2:41]Br)=[CH:37][CH:36]=1)(=[O:28])=[O:27])([CH3:24])([CH3:23])[CH3:22]>>[CH2:1]([C:5]1[N:6]([CH2:41][C:38]2[CH:39]=[CH:40][C:35]([C:30]3[CH:31]=[CH:32][CH:33]=[CH:34][C:29]=3[S:26](=[O:28])(=[O:27])[NH:25][C:21]([CH3:22])([CH3:24])[CH3:23])=[CH:36][CH:37]=2)[C:7](=[O:20])[N:8]([C:10]2[CH:15]=[C:14]([N+:16]([O-:18])=[O:17])[CH:13]=[CH:12][C:11]=2[Cl:19])[N:9]=1)[CH2:2][CH2:3][CH3:4]. Procedure details: By the procedure of Example 13, Step A, 5-n-butyl-2-(2-chloro-5-nitrophenyl)-2,4-dihydro-3H-1,2,4-triazol-3-one (from Step A) was alkylated with [2'-(N-t-butylsulfamoyl)biphenyl-4-yl]methyl bromide (from Example 12, Step D). Flash chromatography of the crude product on silica gel (gradient elution with 0.5-5.0% MeOH in CH2Cl2) gave an 83% yield of the title compound as an orange solid, mp >75° C. (gradual), homogeneous by TLC (98:2 CH2Cl2 --MeOH), mass spectrum (FAB) m/e 598 (M+1)+.